This data is from the Open Reaction Database (ORD), a public repository of structured organic reaction records. The task is: describe an organic reaction: reactants, conditions, products, and yield Starting materials: N([C@@H](CC1=CC=CC=C1)C(=O)O)C(=O)OC(C)(C)C (Boc-Phe-OH), mixture, N[C@@H](CCCNC(N)=N)C(=O)OCC1=CC=CC=C1 (H-Arg-OBzl), S(=O)(=O)(C1=CC=C(C)C=C1)O (TosOH), C=1C=CC2=C(C1)N=NN2O (HOBt). Run in CCCCCC (hexane), C(C)(=O)OCC (ethyl acetate), CN(C)C=O (DMF), CCOC(=O)C (AcOEt). Product: N([C@@H](CC1=CC=CC=C1)C(=O)N[C@@H](CCCNC(NS(=O)(=O)C1=CC=C(C)C=C1)=N)C(=O)OCC1=CC=CC=C1)C(=O)OC(C)(C)C (Boc-PheArg(Tos)-OBzl). As a reaction SMILES: [NH:1]([C:13]([O:15][C:16]([CH3:19])([CH3:18])[CH3:17])=[O:14])[C@H:2]([C:10]([OH:12])=O)[CH2:3][C:4]1[CH:9]=[CH:8][CH:7]=[CH:6][CH:5]=1.[NH2:20][C@H:21]([C:29]([O:31][CH2:32][C:33]1[CH:38]=[CH:37][CH:36]=[CH:35][CH:34]=1)=[O:30])[CH2:22][CH2:23][CH2:24][NH:25][C:26](=[NH:28])[NH2:27].[S:39](O)([C:42]1[CH:48]=[CH:47][C:45]([CH3:46])=[CH:44][CH:43]=1)(=[O:41])=[O:40].C1C=CC2N(O)N=NC=2C=1>CN(C=O)C.CCCCCC.C(OCC)(=O)C>[NH:1]([C:13]([O:15][C:16]([CH3:19])([CH3:18])[CH3:17])=[O:14])[C@H:2]([C:10]([NH:20][C@H:21]([C:29]([O:31][CH2:32][C:33]1[CH:38]=[CH:37][CH:36]=[CH:35][CH:34]=1)=[O:30])[CH2:22][CH2:23][CH2:24][NH:25][C:26](=[NH:27])[NH:28][S:39]([C:42]1[CH:48]=[CH:47][C:45]([CH3:46])=[CH:44][CH:43]=1)(=[O:41])=[O:40])=[O:12])[CH2:3][C:4]1[CH:5]=[CH:6][CH:7]=[CH:8][CH:9]=1. Reported procedure: Boc-Phe-OH (4 g, 15 mmole), H-Arg-OBzl.TosOH (8.9 g, 15 mmole) and HOBt (2.1 g, 15.75 mmole) were dissolved in DMF (25 ml), and WSCI (12.9 ml, 15.75 mmole) was added dropwise thereto while cooling, and the thus-obtained mixture (pH=4) was stirred overnight. To the reaction solution, AcOEt (300 ml) was added thereto, and the solution was washed with 1N HCl, water and 5% NaHCO3 and water, in order, and dried with Na2SO4 . AcOEt was distilled off under reduced pressure, and the thus-obtained residu...